From a dataset of the Open Reaction Database (ORD), a public repository of structured organic reaction records. describe an organic reaction: reactants, conditions, products, and yield Starting materials: C1(=CC=C(C=C1)S(=O)(=O)N1[C@@H](CSCC1)C(=O)O)C ((3R)-4-(4-toluenesulfonyl)thiomorpholine-3-carboxylic acid), CC1=CC=CC(=N1)CCCO (3-(6-methyl-pyridin-2-yl)-propanol), C1CCC(CC1)N=C=NC2CCCCC2 (DCC). Reagents/catalysts: CN(C)C=1C=CN=CC1 (DMAP). Run in C(Cl)Cl (CH2Cl2). Run at time 24 hour. The product is CC1=CC=CC(=N1)CCCOC(=O)[C@H]1N(CCSC1)S(=O)(=O)C1=CC=C(C=C1)C ((3R)-4-(4-toluenesulfonyl)thiomorpholine-3-carboxylic acid [3-(6-methyl-pyridin-2-yl)]-propyl ester). Isolated yield 52.9%. RXN SMILES: [C:1]1([CH3:19])[CH:6]=[CH:5][C:4]([S:7]([N:10]2[CH2:15][CH2:14][S:13][CH2:12][C@H:11]2[C:16]([OH:18])=[O:17])(=[O:9])=[O:8])=[CH:3][CH:2]=1.[CH3:20][C:21]1[N:26]=[C:25]([CH2:27][CH2:28][CH2:29]O)[CH:24]=[CH:23][CH:22]=1.C1CCC(N=C=NC2CCCCC2)CC1>CN(C1C=CN=CC=1)C.C(Cl)Cl>[CH3:20][C:21]1[N:26]=[C:25]([CH2:27][CH2:28][CH2:29][O:17][C:16]([C@@H:11]2[CH2:12][S:13][CH2:14][CH2:15][N:10]2[S:7]([C:4]2[CH:3]=[CH:2][C:1]([CH3:19])=[CH:6][CH:5]=2)(=[O:9])=[O:8])=[O:18])[CH:24]=[CH:23][CH:22]=1. Procedure details: 0.301 g (1 mmol) of (3R)-4-(4-toluenesulfonyl)thiomorpholine-3-carboxylic acid, 0.230 g (1.5 mmol) of 3-(6-methyl-pyridin-2-yl)-propanol, 0.088 g (0.33 mmol) of CAS, 0.227 g (1.2 mmol) of DCC and 0.04 g (0.33 mmol) of DMAP were dissolved in 15 mL of CH2Cl2. The mixture was stirred for 24 h at room temperature. The solid was filtrated and the solvent was evaporated. The residual was dissolved in a suitable amount of ethyl acetate (20 ml) and then the mixture was filtered to remove insoluble subst... Starting materials: C12CN(CC(CC1)O2)C2=NC(=NC(=N2)N2CCC(CC2)=O)C2=CC=C(C=C2)NC(=O)NC2=CC=NC=C2.C(=O)(C(F)(F)F)O (1-(4-(4-(8-oxa-3-azabicyclo[3.2.1]octan-3-yl)-6-(4-oxopiperidin-1-yl)-1,3,5-triazin-2-yl)phenyl)-3-(pyridin-4-yl)urea TFA), C(C1=CC=CC=C1)N (benzylamine), C(C)(=O)O (acetic acid), C(C)(=O)O[BH-](OC(C)=O)OC(C)=O.[Na+] (sodium triacetoxyborohydride). The solvent is CO (methanol), ClCCl (dichloromethane), O1CCCC1 (tetrahydrofuran). The product is C(C1=CC=CC=C1)NC1CCN(CC1)C1=NC(=NC(=N1)N1CC2CCC(C1)O2)C2=CC=C(C=C2)NC(=O)NC2=CC=NC=C2 (1-(4-{4-[4-(benzylamino)piperidin-1-yl]-6-(8-oxa-3-azabicyclo[3.2.1]oct-3-yl)-1,3,5-triazin-2-yl}phenyl)-3-pyridin-4-ylurea), di-TFA. RXN SMILES: [CH:1]12[O:8][CH:5]([CH2:6][CH2:7]1)[CH2:4][N:3]([C:9]1[N:14]=[C:13]([N:15]3[CH2:20][CH2:19][C:18](=O)[CH2:17][CH2:16]3)[N:12]=[C:11]([C:22]3[CH:27]=[CH:26][C:25]([NH:28][C:29]([NH:31][C:32]4[CH:37]=[CH:36][N:35]=[CH:34][CH:33]=4)=[O:30])=[CH:24][CH:23]=3)[N:10]=1)[CH2:2]2.C(O)(C(F)(F)F)=O.[CH2:45]([NH2:52])[C:46]1[CH:51]=[CH:50][CH:49]=[CH:48][CH:47]=1.C(O)(=O)C.C(O[BH-](OC(=O)C)OC(=O)C)(=O)C.[Na+]>ClCCl.O1CCCC1.CO>[CH2:45]([NH:52][CH:18]1[CH2:17][CH2:16][N:15]([C:13]2[N:14]=[C:9]([N:3]3[CH2:2][CH:1]4[O:8][CH:5]([CH2:6][CH2:7]4)[CH2:4]3)[N:10]=[C:11]([C:22]3[CH:23]=[CH:24][C:25]([NH:28][C:29]([NH:31][C:32]4[CH:33]=[CH:34][N:35]=[CH:36][CH:37]=4)=[O:30])=[CH:26][CH:27]=3)[N:12]=2)[CH2:20][CH2:19]1)[C:46]1[CH:51]=[CH:50][CH:49]=[CH:48][CH:47]=1 |f:0.1,4.5|. Reported procedure: 1-(4-(4-(8-oxa-3-azabicyclo[3.2.1]octan-3-yl)-6-(4-oxopiperidin-1-yl)-1,3,5-triazin-2-yl)phenyl)-3-(pyridin-4-yl)urea-TFA (85 mg) in dichloromethane (3 mL) and tetrahydrofuran (3 mL) was treated with benzylamine (0.030 mL), followed by glacial acetic acid (0.016 mL) and sodium triacetoxyborohydride (89 mg). After completion of the reaction, methanol was added and mixture was concentrated to dryness. The residue was purified by HPLC to give the title compound as its di-TFA salt. The reactants are C(C1=CC=CC=C1)OC(=O)C1=C(C=CC(=C1)[N+](=O)[O-])C=1C(=CC=CC1)C(=O)O (2′-benzyloxycarbonyl-4′-nitro-2-biphenylcarboxylic acid), FC(S(=O)(=O)OC1=C(C(=O)OCC2=CC=CC=C2)C=C(C=C1)[N+](=O)[O-])(F)F (Benzyl 2-trifluoromethylsulfonyloxy-5-nitrobenzoate). Conditions: time 1 hour. The product is C(C1=CC=CC=C1)OC(=O)C1=C(C=CC(=C1)N)C=1C(=CC=CC1)C(=O)O (2′-benzyloxycarbonyl-4′-amino-2-biphenylcarboxylic acid). Yield: 55.9%. As a reaction SMILES: [CH2:1]([O:8][C:9]([C:11]1[CH:16]=[C:15]([N+:17]([O-])=O)[CH:14]=[CH:13][C:12]=1[C:20]1[C:21]([C:26]([OH:28])=[O:27])=[CH:22][CH:23]=[CH:24][CH:25]=1)=[O:10])[C:2]1[CH:7]=[CH:6][CH:5]=[CH:4][CH:3]=1.FC(F)(F)S(OC1C=CC([N+]([O-])=O)=CC=1C(OCC1C=CC=CC=1)=O)(=O)=O>>[CH2:1]([O:8][C:9]([C:11]1[CH:16]=[C:15]([NH2:17])[CH:14]=[CH:13][C:12]=1[C:20]1[C:21]([C:26]([OH:28])=[O:27])=[CH:22][CH:23]=[CH:24][CH:25]=1)=[O:10])[C:2]1[CH:7]=[CH:6][CH:5]=[CH:4][CH:3]=1. Procedure details: To a solution of 2′-benzyloxycarbonyl-4′-nitro-2-biphenylcarboxylic acid (2.08 g) which was prepared by the same procedure as a series of reaction of Reference Example 4→Reference Example 5, using Benzyl 2-trifluoromethylsulfonyloxy-5-nitrobenzoate, in concentration hydrochloric acid-ethanol (5:3, 8 ml), a solution of Tin (II) chloride dihydrate (3.7 g) in ethanol (5 ml) was added. The mixture was stirred for 1 hour at room temperature. 2N aqueous solution of sodium hydroxide was added to the re... Solvent: C1CCOC1 (THF). The reactants are C1(=CC=CC=C1)CCCCO (4-Phenyl-1-butanol), [H-].[Na+] (sodium hydride), [N+](=O)([O-])C=1C=C(C=CC1[N+](=O)[O-])Cl (3,4-dinitrochlorobenzene). The yield is 57.1%. Reaction conditions: time 5 minute. Reported procedure: 4-Phenyl-1-butanol (1 mL, 6.49 mmol) in THF (3 mL) was combined under dry nitrogen with sodium hydride (0.26 g, 6.5 mmol) in a 60% mineral oil dispersion. The mixture was stirred vigorously for 5 minutes, combined with 3,4-dinitrochlorobenzene (1.3 g, 6.42 mmol) and then stirred 10 hours at room temperature. The mixture was partitioned between diethyl ether and 3N hydrochloric acid. The aqeuous layer was separated and extracted several times with diethyl ether. The combined organic layers were d... As a reaction SMILES: [C:1]1([CH2:7][CH2:8][CH2:9][CH2:10][OH:11])[CH:6]=[CH:5][CH:4]=[CH:3][CH:2]=1.[H-].[Na+].[N+:14]([C:17]1[CH:18]=[C:19](Cl)[CH:20]=[CH:21][C:22]=1[N+:23]([O-:25])=[O:24])([O-:16])=[O:15]>C1COCC1>[C:1]1([CH2:7][CH2:8][CH2:9][CH2:10][O:11][C:19]2[CH:20]=[CH:21][C:22]([N+:23]([O-:25])=[O:24])=[C:17]([N+:14]([O-:16])=[O:15])[CH:18]=2)[CH:6]=[CH:5][CH:4]=[CH:3][CH:2]=1 |f:1.2|. Product: C1(=CC=CC=C1)CCCCOC1=CC(=C(C=C1)[N+](=O)[O-])[N+](=O)[O-] (4-(4-phenylbutoxy)-1,2-dinitrobenzene). Starting materials: [Cl-], O=C(CN1CCC(O)CC1)NCC#Cc1cnccc1Oc1ccc([N+](=O)[O-])cc1F, [NH4+]. The product is Nc1ccc(Oc2ccncc2C#CCNC(=O)CN2CCC(O)CC2)c(F)c1. As a reaction SMILES: [Cl-:32].[F:1][c:2]1[c:3]([O:4][c:5]2[c:6]([C:11]#[C:12][CH2:13][NH:14][C:15]([CH2:16][N:17]3[CH2:18][CH2:19][CH:20]([OH:23])[CH2:21][CH2:22]3)=[O:24])[cH:7][n:8][cH:9][cH:10]2)[cH:25][cH:26][c:27]([N+:29]([O-:30])=[O:31])[cH:28]1.[NH4+:33]>>[F:1][c:2]1[c:3]([O:4][c:5]2[c:6]([C:11]#[C:12][CH2:13][NH:14][C:15]([CH2:16][N:17]3[CH2:18][CH2:19][CH:20]([OH:23])[CH2:21][CH2:22]3)=[O:24])[cH:7][n:8][cH:9][cH:10]2)[cH:25][cH:26][c:27]([NH2:29])[cH:28]1. The reactants are CSc1nnc(C(=O)O)c(Cl)n1, N. Product: CSc1nnc(C(=O)O)c(N)n1. RXN SMILES: [Cl:2][c:3]1[n:4][c:5]([S:12][CH3:13])[n:6][n:7][c:8]1[C:9](=[O:10])[OH:11].[NH3:1]>>[NH2:1][c:3]1[n:4][c:5]([S:12][CH3:13])[n:6][n:7][c:8]1[C:9](=[O:10])[OH:11].